describe an organic reaction: reactants, conditions, products, and yield From a dataset of the Open Reaction Database (ORD), a public repository of structured organic reaction records. Reaction SMILES: [NH2:1][C:2]1[CH:3]=[CH:4][C:5]([Cl:17])=[C:6]([NH:8][C:9](=[O:16])[C:10]2[CH:15]=[CH:14][CH:13]=[CH:12][CH:11]=2)[CH:7]=1.[O:18]1[CH2:23][CH2:22][N:21]([C:24]2[CH:32]=[CH:31][C:27]([C:28](O)=[O:29])=[CH:26][N:25]=2)[CH2:20][CH2:19]1>>[C:9]([NH:8][C:6]1[CH:7]=[C:2]([NH:1][C:28](=[O:29])[C:27]2[CH:31]=[CH:32][C:24]([N:21]3[CH2:20][CH2:19][O:18][CH2:23][CH2:22]3)=[N:25][CH:26]=2)[CH:3]=[CH:4][C:5]=1[Cl:17])(=[O:16])[C:10]1[CH:15]=[CH:14][CH:13]=[CH:12][CH:11]=1. Reactants: NC=1C=CC(=C(C1)NC(C1=CC=CC=C1)=O)Cl (N-(5-amino-2-chlorophenyl)benzamide), O1CCN(CC1)C1=NC=C(C(=O)O)C=C1 (6-morpholinonicotinic acid). Product: C(C1=CC=CC=C1)(=O)NC=1C=C(C=CC1Cl)NC(C1=CN=C(C=C1)N1CCOCC1)=O (N-(3-benzamido-4-chlorophenyl)-6-morpholinonicotinamide). Reported procedure: N-(5-amino-2-chlorophenyl)benzamide (0.24 mmol) was used in general procedure 2 with 6-morpholinonicotinic acid (0.30 mmol). The product was purified by RP-HPLC to give N-(3-benzamido-4-chlorophenyl)-6-morpholinonicotinamide. MS (Q1) 437.0 (M)+ Reactants: BrC=1N=C2C(=NC1)N(C=C2C(=O)NC(C)(C)C)COCC[Si](C)(C)C (2-bromo-N-tert-butyl-5-((2-(trimethylsilyl)ethoxy)methyl)-5H-pyrrolo[2,3-b]pyrazine-7-carboxamide), FC1=CC=C2C=NNC2=C1 (6-fluoro-1H-indazole), CC(C)([O-])C.[Na+] (sodium tert-butoxide). The reagents and catalysts are CC(C)([P](C(C)(C)C)([Pd][P](C(C)(C)C)(C(C)(C)C)C(C)(C)C)C(C)(C)C)C (bis(tri-tert-butylphosphine)palladium(0)). The solvent is O1CCOCC1 (dioxane). Conditions: temperature 125 celsius. Product: C(C)(C)(C)NC(=O)C1=CN(C2=NC=C(N=C21)N2N=CC1=CC=C(C=C21)F)COCC[Si](C)(C)C (N-tert-Butyl-2-(6-fluoro-1H-indazol-1-yl)-5-((2-(trimethylsilyl)ethoxy)methyl)-5H-pyrrolo[2,3-b]pyrazine-7-carboxamide). Reaction SMILES: Br[C:2]1[N:3]=[C:4]2[C:10]([C:11]([NH:13][C:14]([CH3:17])([CH3:16])[CH3:15])=[O:12])=[CH:9][N:8]([CH2:18][O:19][CH2:20][CH2:21][Si:22]([CH3:25])([CH3:24])[CH3:23])[C:5]2=[N:6][CH:7]=1.[F:26][C:27]1[CH:35]=[C:34]2[C:30]([CH:31]=[N:32][NH:33]2)=[CH:29][CH:28]=1.CC(C)([O-])C.[Na+]>O1CCOCC1.CC(C)([P](C(C)(C)C)([Pd][P](C(C)(C)C)(C(C)(C)C)C(C)(C)C)C(C)(C)C)C>[C:14]([NH:13][C:11]([C:10]1[C:4]2[C:5](=[N:6][CH:7]=[C:2]([N:33]3[C:34]4[C:30](=[CH:29][CH:28]=[C:27]([F:26])[CH:35]=4)[CH:31]=[N:32]3)[N:3]=2)[N:8]([CH2:18][O:19][CH2:20][CH2:21][Si:22]([CH3:25])([CH3:24])[CH3:23])[CH:9]=1)=[O:12])([CH3:17])([CH3:16])[CH3:15] |f:2.3,^1:50,56|. Reported procedure: To a stirred solution of 2-bromo-N-tert-butyl-5-((2-(trimethylsilyl)ethoxy)methyl)-5H-pyrrolo[2,3-b]pyrazine-7-carboxamide (140 mg, 328 μmol), 6-fluoro-1H-indazole (43.0 mg, 316 mmol) in dioxane (2 mL) was added sodium tert-butoxide (66.8 mg, 695 μmol) and bis(tri-tert-butylphosphine)palladium(0) (16.1 mg, 31.6 μmol). The mixture was degassed then heated in sealed tube at 125° C. for two days. The mixture was cooled, filtered through celite, the cake washed with ethyl acetate, and the combined f... Reactants: Cl.CC=1C=C(CC2(CCNCC2)COC)C=CC1 (4-(3-methylbenzyl)-4-methoxymethylpiperidine hydrochloride salt), Cl.C(#N)C1=CC=C(CN2C=NC=C2CCl)C=C1 (1-(4-cyanobenzyl)-5-chloromethyl-imidazole hydrochloride salt), C(C)(C)N(CC)C(C)C (diisopropylethyl-amine). Solvent: C(C)#N (acetonitrile). Product: Cl.COCC1(CCN(CC1)CC1=CN=CN1CC1=CC=C(C#N)C=C1)CC1=CC(=CC=C1)C (4-{5-[4-Methoxymethyl-4-(3-methylbenzyl)piperidine-1-ylmethyl]imidazol-1-ylmethyl}benzonitrile hydrochloride salt). RXN SMILES: Cl.[CH3:2][C:3]1[CH:4]=[C:5]([CH:16]=[CH:17][CH:18]=1)[CH2:6][C:7]1([CH2:13][O:14][CH3:15])[CH2:12][CH2:11][NH:10][CH2:9][CH2:8]1.Cl.[C:20]([C:22]1[CH:35]=[CH:34][C:25]([CH2:26][N:27]2[C:31]([CH2:32][Cl:33])=[CH:30][N:29]=[CH:28]2)=[CH:24][CH:23]=1)#[N:21].C(N(C(C)C)CC)(C)C>C(#N)C>[ClH:33].[CH3:15][O:14][CH2:13][C:7]1([CH2:6][C:5]2[CH:16]=[CH:17][CH:18]=[C:3]([CH3:2])[CH:4]=2)[CH2:12][CH2:11][N:10]([CH2:32][C:31]2[N:27]([CH2:26][C:25]3[CH:34]=[CH:35][C:22]([C:20]#[N:21])=[CH:23][CH:24]=3)[CH:28]=[N:29][CH:30]=2)[CH2:9][CH2:8]1 |f:0.1,2.3,6.7|. Reported procedure: A solution of 4-(3-methylbenzyl)-4-methoxymethylpiperidine hydrochloride salt (1.57 g, 5.8 mmol), 1-(4-cyanobenzyl)-5-chloromethyl-imidazole hydrochloride salt (1.57 g, 5.8 mmol), and diisopropylethyl-amine (5.1 mL, 29 mmol) in anhydrous acetonitrile (75 mL) was heated at 60° C. overnight. The resultant mixture was concentrated under vacuum, and the residue was partitioned between saturated aqueous sodium bicarbonate and dichloromethane. The organic extract was washed with brine, dried over anhy... Reactants: CCO, O=[N+]([O-])c1ccc(Cl)cc1O. The product is Nc1ccc(Cl)cc1O. As a reaction SMILES: [CH3:12][CH2:13][OH:14].[N+:1]([O-:2])(=[O:3])[c:4]1[c:5]([OH:11])[cH:6][c:7]([Cl:10])[cH:8][cH:9]1>>[NH2:1][c:4]1[c:5]([OH:11])[cH:6][c:7]([Cl:10])[cH:8][cH:9]1. Starting materials: [N+](=O)([O-])C=1C=C(C=CC1)C(C(=O)OC)(C)C (methyl 2-(3-nitrophenyl)-2-methylpropionate). Reagents/catalysts: [C].[Pd] (palladium carbon). Solvent: CO (methanol). Conditions: time 2 hour. Product: NC=1C=C(C=CC1)C(C(=O)OC)(C)C (methyl 2-(3-aminophenyl)-2-methyl-propionate). Yield: 96.3%. RXN SMILES: [N+:1]([C:4]1[CH:5]=[C:6]([C:10]([CH3:16])([CH3:15])[C:11]([O:13][CH3:14])=[O:12])[CH:7]=[CH:8][CH:9]=1)([O-])=O>CO.[C].[Pd]>[NH2:1][C:4]1[CH:5]=[C:6]([C:10]([CH3:16])([CH3:15])[C:11]([O:13][CH3:14])=[O:12])[CH:7]=[CH:8][CH:9]=1 |f:2.3|. Procedure details: To a solution of methyl 2-(3-nitrophenyl)-2-methylpropionate (1.8 g) in methanol (50 mL), 10% palladium carbon (200 mg) was added, followed by stirring at room temperature for 2 hours under a hydrogen atmosphere. The reaction mixture was filtered, and the filtrate was concentrated under reduced pressure. The residue was purified by silica gel column chromatography (ethyl acetate: n-hexane=1:2), whereby methyl 2-(3-aminophenyl)-2-methyl-propionate (1.5 g) was obtained. The reactants are O=C([O-])[O-], CCC(C)=O, O=[N+]([O-])c1ccc(Oc2ccc(C(F)(F)F)cc2Cl)cc1[N+](=O)[O-], [K+], [K+], CCOP(=O)(CS)OCC. Yields the product CCOP(=O)(CSc1cc(Oc2ccc(C(F)(F)F)cc2Cl)ccc1[N+](=O)[O-])OCC. As a reaction SMILES: [C:25](=[O:26])([O-:27])[O-:28].[CH3:41][C:42](=[O:43])[CH2:44][CH3:45].[Cl:1][c:2]1[c:3]([O:4][c:5]2[cH:6][c:7]([N+:14]([O-:15])=[O:16])[c:8]([N+:11](=[O:12])[O-:13])[cH:9][cH:10]2)[cH:17][cH:18][c:19]([C:21]([F:22])([F:23])[F:24])[cH:20]1.[K+:29].[K+:30].[SH:31][CH2:32][P:33]([O:34][CH2:35][CH3:36])([O:37][CH2:38][CH3:39])=[O:40]>>[Cl:1][c:2]1[c:3]([O:4][c:5]2[cH:6][c:7]([S:31][CH2:32][P:33]([O:34][CH2:35][CH3:36])([O:37][CH2:38][CH3:39])=[O:40])[c:8]([N+:11](=[O:12])[O-:13])[cH:9][cH:10]2)[cH:17][cH:18][c:19]([C:21]([F:22])([F:23])[F:24])[cH:20]1.